From a dataset of the Open Reaction Database (ORD), a public repository of structured organic reaction records. describe an organic reaction: reactants, conditions, products, and yield The reactants are CCCOc1ccc2cc(OB([O-])[O-])oc2c1, CN(Cc1ccc(NC(=O)C2=Cc3cc(Br)ccc3S(=O)(=O)CC2)cc1)C1CCOCC1, O=C([O-])[O-], CCO, Cc1ccccc1, [K+], [K+], O. Yields the product CCCOc1ccc2cc(-c3ccc4c(c3)C=C(C(=O)Nc3ccc(CN(C)C5CCOCC5)cc3)CCS4(=O)=O)oc2c1. Reaction SMILES: [B:4]([O-:5])([O-:19])[O:20][c:6]1[o:7][c:8]2[c:9]([cH:10]1)[cH:11][cH:12][c:13]([O:15][CH2:16][CH2:17][CH3:18])[cH:14]2.[Br:21][c:22]1[cH:23][cH:24][c:25]2[c:26]([cH:52]1)[CH:27]=[C:28]([C:34](=[O:35])[NH:36][c:37]1[cH:38][cH:39][c:40]([CH2:43][N:44]([CH:45]3[CH2:46][CH2:47][O:48][CH2:49][CH2:50]3)[CH3:51])[cH:41][cH:42]1)[CH2:29][CH2:30][S:31]2(=[O:32])=[O:33].[C:53](=[O:54])([O-:55])[O-:56].[CH3:1][CH2:2][OH:3].[CH3:59][c:60]1[cH:61][cH:62][cH:63][cH:64][cH:65]1.[K+:57].[K+:58].[OH2:66]>>[c:6]1(-[c:22]2[cH:23][cH:24][c:25]3[c:26]([cH:52]2)[CH:27]=[C:28]([C:34](=[O:35])[NH:36][c:37]2[cH:38][cH:39][c:40]([CH2:43][N:44]([CH:45]4[CH2:46][CH2:47][O:48][CH2:49][CH2:50]4)[CH3:51])[cH:41][cH:42]2)[CH2:29][CH2:30][S:31]3(=[O:32])=[O:33])[o:7][c:8]2[c:9]([cH:10]1)[cH:11][cH:12][c:13]([O:15][CH2:16][CH2:17][CH3:18])[cH:14]2.